From a dataset of the Open Reaction Database (ORD), a public repository of structured organic reaction records. describe an organic reaction: reactants, conditions, products, and yield Reactants: [Na+].NC1=CC=C(C=2C=CC=C(C12)S(=O)(=O)[O-])S(=O)(=O)[O-].[Na+] (4-amino-1,5-naphthalenedisulfonic acid sodium salt), [OH-].[Na+] (sodium hydroxide), [OH-].[Na+] (sodium hydroxide), Cl (hydrochloric acid), [OH-].[Na+] (sodium hydroxide), [N+](=O)([O-])C=1C=C(C(=O)Cl)C=CC1 (m-nitrobenzoyl chloride), Congo Red. Solvent: O (water), O (water). Conditions: time 15 minute. Yields the product [Na+].[Na+].[N+](=O)([O-])C=1C=C(C(=O)NC2=CC=C(C=3C=CC=C(C23)S(=O)(=O)[O-])S(=O)(=O)[O-])C=CC1 (4-(m-Nitrobenzamido)-1,5-naphthalenedisulfonic acid disodium salt). Reaction SMILES: [Na+:1].[NH2:2][C:3]1[C:12]2[C:11]([S:13]([O-:16])(=[O:15])=[O:14])=[CH:10][CH:9]=[CH:8][C:7]=2[C:6]([S:17]([O-:20])(=[O:19])=[O:18])=[CH:5][CH:4]=1.[Na+].[OH-].[Na+].[N+:24]([C:27]1[CH:28]=[C:29]([CH:33]=[CH:34][CH:35]=1)[C:30](Cl)=[O:31])([O-:26])=[O:25].Cl>O>[Na+:1].[Na+:1].[N+:24]([C:27]1[CH:28]=[C:29]([CH:33]=[CH:34][CH:35]=1)[C:30]([NH:2][C:3]1[C:12]2[C:11]([S:13]([O-:16])(=[O:15])=[O:14])=[CH:10][CH:9]=[CH:8][C:7]=2[C:6]([S:17]([O-:20])(=[O:19])=[O:18])=[CH:5][CH:4]=1)=[O:31])([O-:26])=[O:25] |f:0.1.2,3.4,8.9.10|. Procedure details: A 48.3 g portion of 4-amino-1,5-naphthalenedisulfonic acid sodium salt is suspended in 150 ml of water and 160 ml of 1N sodium hydroxide is added, then 60.0 g of m-nitrobenzoyl chloride is added all at once. The mixture is shaken for about 15 minutes or until no longer basic to test paper, then another 160 ml of 1N sodium hydroxide is added with additional shaking. The latter addition of sodium hydroxide and shaking is repeated two more times and when the mixture remains basic after 1/2 hour of ...